From a dataset of the Open Reaction Database (ORD), a public repository of structured organic reaction records. describe an organic reaction: reactants, conditions, products, and yield Reactants: C([O-])([O-])=O.[K+].[K+] (Potassium carbonate), N1C=NC=C1 (imidazole), CN(C)C=O (DMF), FC=1C=C(C=O)C=CC1F (3,4-difluorobenzaldehyde). Solvent: C(C)(=O)OCC (ethyl acetate), O (water). Reaction conditions: temperature 100 celsius, time 8 hour. Yields the product FC=1C=C(C=O)C=CC1N1C=NC=C1 (3-fluoro-4-(1H-imidazol-1-yl)-benzaldehyde). The yield is 46.9%. As a reaction SMILES: C(=O)([O-])[O-].[K+].[K+].[NH:7]1[CH:11]=[CH:10][N:9]=[CH:8]1.CN(C=O)C.[F:17][C:18]1[CH:19]=[C:20]([CH:23]=[CH:24][C:25]=1F)[CH:21]=[O:22]>C(OCC)(=O)C.O>[F:17][C:18]1[CH:19]=[C:20]([CH:23]=[CH:24][C:25]=1[N:7]1[CH:11]=[CH:10][N:9]=[CH:8]1)[CH:21]=[O:22] |f:0.1.2|. Reported procedure: Potassium carbonate (1.71 g) and imidazole (847 mg) were added to a DMF (20 mL) solution of 3,4-difluorobenzaldehyde (2.0 g). The reaction solution was agitated at 100° C. overnight, water and ethyl acetate were added to the reaction solution, and the organic layer was partitioned. After the obtained organic layer was washed with a saturated saline solution, it was dried over anhydrous magnesium sulfate and concentrated under reduced pressure. The residue was purified by silica gel chromatograph... The reactants are CCOC(=O)c1cc([N+](=O)[O-])cn1CCC(C)C, CCO, [Na+], [OH-]. The product is CC(C)CCn1cc([N+](=O)[O-])cc1C(=O)O. RXN SMILES: [CH2:1]([CH2:2][CH:3]([CH3:4])[CH3:5])[n:6]1[c:7]([C:14](=[O:15])[O:16][CH2:17][CH3:18])[cH:8][c:9]([N+:11](=[O:12])[O-:13])[cH:10]1.[CH3:21][CH2:22][OH:23].[Na+:20].[OH-:19]>>[CH2:1]([CH2:2][CH:3]([CH3:4])[CH3:5])[n:6]1[c:7]([C:14](=[O:15])[OH:16])[cH:8][c:9]([N+:11](=[O:12])[O-:13])[cH:10]1.